Task: describe an organic reaction: reactants, conditions, products, and yield. Dataset: the Open Reaction Database (ORD), a public repository of structured organic reaction records The reactants are FC1=C(C(=CC=C1)F)[N+](=O)[O-] (1,3-Difluoro-2-nitro-benzene), C(C)O (Ethanol), CC(C)[S-].[Na+] (sodium 2-propanethiolate). Run at time 30 minute. The product is FC1=C(C(=CC=C1)SC(C)C)[N+](=O)[O-] (1-Fluoro-3-isopropylsulfanyl-2-nitro-benzene). As a reaction SMILES: F[C:2]1[CH:7]=[CH:6][CH:5]=[C:4]([F:8])[C:3]=1[N+:9]([O-:11])=[O:10].C(O)C.[CH3:15][CH:16]([S-:18])[CH3:17].[Na+]>>[F:8][C:4]1[CH:5]=[CH:6][CH:7]=[C:2]([S:18][CH:16]([CH3:17])[CH3:15])[C:3]=1[N+:9]([O-:11])=[O:10] |f:2.3|. Reported procedure: 1,3-Difluoro-2-nitro-benzene (5.00 g, 31.4 mmol) was stirred in Ethanol (25 mL, 430 mmol) and treated with sodium 2-propanethiolate (3.08 g, 31.4 mmol) in several portions over 5 min. The reaction mixture was stirred at rt for 30 mins, was concentrated under reduced pressure, diluted with water, and extracted with CH2Cl2. The organic layer was dried over MgSO4, filtered, and concentrated under reduced pressure to afford a yellow oil. Reactants: [Al+3], CC(=O)N1CCc2ccccc2CC1, [Cl-], [Cl-], [Cl-], O=C(Cl)CCCCl, C[N+](=O)[O-], O. Product: CC(=O)N1CCc2ccc(C(=O)CCCCl)cc2CC1. Reaction SMILES: [Al+3:2].[C:5]([CH3:6])(=[O:7])[N:8]1[CH2:9][CH2:10][c:11]2[c:12]([cH:15][cH:16][cH:17][cH:18]2)[CH2:13][CH2:14]1.[Cl-:1].[Cl-:3].[Cl-:4].[Cl:19][CH2:20][CH2:21][CH2:22][C:23](=[O:24])[Cl:25].[N+:27]([CH3:28])([O-:29])=[O:30].[OH2:26]>>[C:5]([CH3:6])(=[O:7])[N:8]1[CH2:9][CH2:10][c:11]2[c:12]([cH:15][cH:16][c:17]([C:23]([CH2:22][CH2:21][CH2:20][Cl:19])=[O:24])[cH:18]2)[CH2:13][CH2:14]1.